Dataset: the Open Reaction Database (ORD), a public repository of structured organic reaction records. Task: describe an organic reaction: reactants, conditions, products, and yield Starting materials: C(C)OC(=O)C1=C(SC(=C1)CC)N (2-Amino-5-ethyl-thiophene-3-carboxylic acid ethyl ester), N(=O)OC(C)(C)C (t-butyl nitrite), [Cl-].[NH4+] (ammonium chloride). Reagents/catalysts: [Cu](Br)Br (copper (II) bromide). Solvent: C(C)O (ethanol). Run at time 15 minute. Product: C(C)OC(=O)C1=CSC(=C1)CC (5-Ethyl-thiophene-3-carboxylic acid ethyl ester). The yield is 52.1%. RXN SMILES: [CH2:1]([O:3][C:4]([C:6]1[CH:10]=[C:9]([CH2:11][CH3:12])[S:8][C:7]=1N)=[O:5])[CH3:2].N(OC(C)(C)C)=O.[Cl-].[NH4+]>C(O)C.[Cu](Br)Br>[CH2:1]([O:3][C:4]([C:6]1[CH:10]=[C:9]([CH2:11][CH3:12])[S:8][CH:7]=1)=[O:5])[CH3:2] |f:2.3|. Procedure details: 2-Amino-5-ethyl-thiophene-3-carboxylic acid ethyl ester (2.5 g, 12.5 mmol) was added to a suspension of t-butyl nitrite (18.8 mmol) and copper (II) bromide (15.1 mmol) in ethanol (120 mL). The reaction mixture was stirred for 15 minutes then saturated aqueous ammonium chloride (7 mL) was added and the mixture stirred for a further 15 minutes. The solvent was removed under vacuum and product partitioned between diethyl ether and water. The organic layer was dried over magnesium sulphate, filtered... Starting materials: [Na+].[I-] (NaI), CC1OC(CC(C1)(C)N)C ((2,4,6-Trimethyltetrahydro-2H-pyran-4-yl)amine), C(=O)([O-])[O-].[K+].[K+] (K2CO3), ClCC(=O)N1[C@@H](C[C@@H](C1)F)C#N ((2S,4S)-1-(chloroacetyl)-4-fluoro-2-pyrrolidinecarbonitrile). Solvent: O1CCCC1 (tetrahydrofuran). Run at time 65 hour. Yields the product F[C@H]1C[C@H](N(C1)C(CNC1(CC(OC(C1)C)C)C)=O)C#N ((2S,4S)-4-Fluoro-1-({[2,4,6-trimethyltetrahydro-2H-pyran-4-yl]amino}acetyl)-2-pyrrolidinecarbonitrile). As a reaction SMILES: [CH3:1][CH:2]1[CH2:7][C:6]([NH2:9])([CH3:8])[CH2:5][CH:4]([CH3:10])[O:3]1.C([O-])([O-])=O.[K+].[K+].Cl[CH2:18][C:19]([N:21]1[CH2:25][C@@H:24]([F:26])[CH2:23][C@H:22]1[C:27]#[N:28])=[O:20].[Na+].[I-]>O1CCCC1>[F:26][C@@H:24]1[CH2:25][N:21]([C:19](=[O:20])[CH2:18][NH:9][C:6]2([CH3:8])[CH2:5][CH:4]([CH3:10])[O:3][CH:2]([CH3:1])[CH2:7]2)[C@H:22]([C:27]#[N:28])[CH2:23]1 |f:1.2.3,5.6|. Procedure: To a mixture of (2,4,6-Trimethyltetrahydro-2H-pyran-4-yl)amine obtained in Example 9-4 (900 mg) and K2CO3 (1.2 g) in tetrahydrofuran (10 mL) cooled on an ice bath, were added (2S,4S)-1-(chloroacetyl)-4-fluoro-2-pyrrolidinecarbonitrile obtained in Example 7-11 (700 mg) and a catalytic amount of NaI. The reaction mixture was warmed to room temperature and stirred for 65 hrs. Reactants: CC(CCC1=C(CCCC1(C)C)C)N(C)C ([1-methyl-3-(2,6,6-trimethyl-1-cyclohexenyl)propyl]dimethylamine), CI (methyliodide). Solvent: CCOCC (ether). Reaction conditions: time 8 hour. The product is [I-].CC(CCC1=C(CCCC1(C)C)C)[N+](C)(C)C ([1-methyl-3-(2,6,6-trimethyl-1-cyclohexenyl)propyl]trimethylammonium iodide). The yield is 91.7%. Reaction SMILES: [CH3:1][CH:2]([N:14]([CH3:16])[CH3:15])[CH2:3][CH2:4][C:5]1[C:10]([CH3:12])([CH3:11])[CH2:9][CH2:8][CH2:7][C:6]=1[CH3:13].[CH3:17][I:18]>CCOCC>[I-:18].[CH3:1][CH:2]([N+:14]([CH3:17])([CH3:16])[CH3:15])[CH2:3][CH2:4][C:5]1[C:10]([CH3:11])([CH3:12])[CH2:9][CH2:8][CH2:7][C:6]=1[CH3:13] |f:3.4|. Procedure: To a solution of [1-methyl-3-(2,6,6-trimethyl-1-cyclohexenyl)propyl]dimethylamine (2.0 g) in dry ether (20 cc) was added methyliodide (2.0 g), and the mixture was allowed to stand overnight. Precipitated crystals were gathered by filtration and recrystallized from a mixed solvent of ethanol, benzene and ether to give colorless crystals (3.0 g) of [1-methyl-3-(2,6,6-trimethyl-1-cyclohexenyl)propyl]trimethylammonium iodide, m.p. 220°-222° C. Reactants: S(N)(=O)(=O)C1=CC=2C=NC(=CC2O1)C (2-sulfamoyl-6-methylfuro[3,2-c]pyridine), COC(N(C)C)OC (N,N-dimethylformamide dimethyl acetal). Run in C(C)#N (acetonitrile), C(Cl)(Cl)Cl (chloroform). Reaction conditions: time 1.5 hour. Product: CN(C=NS(=O)(=O)C1=CC=2C=NC(=CC2O1)C)C (N,N-Dimethyl-N'(6-methylfuro[3,2-c]pyridine-2-sulfonyl)formamidine). Yield: 93.0%. RXN SMILES: [S:1]([C:5]1[O:13][C:12]2[CH:11]=[C:10]([CH3:14])[N:9]=[CH:8][C:7]=2[CH:6]=1)(=[O:4])(=[O:3])[NH2:2].CO[CH:17](OC)[N:18]([CH3:20])[CH3:19]>C(#N)C.C(Cl)(Cl)Cl>[CH3:17][N:18]([CH3:20])[CH:19]=[N:2][S:1]([C:5]1[O:13][C:12]2[CH:11]=[C:10]([CH3:14])[N:9]=[CH:8][C:7]=2[CH:6]=1)(=[O:3])=[O:4]. Reported procedure: To a suspension of 2-sulfamoyl-6-methylfuro[3,2-c]pyridine (3.65 g, 17.2 mmol) in acetonitrile (80 ml), under a nitrogen atmosphere, was added N,N-dimethylformamide dimethyl acetal (2.6 ml, 19.6 mmol). This reaction was stirred for 1.5 hours at room temperature and then diluted with chloroform and washed with water. The organic layer was separated, dried over anhydrous sodium sulfate, filtered through a charcoal pad and the solvent evaporated. The residue was triturated with diethyl ether and th... Reactants: C(C)(=O)N1CCC(CC1)OC1=CC(=C(C(=C1)C)C1=CC(=CC=C1)COC1=CC2=C([C@@H](CO2)CC(=O)OC)C=C1)C ((S)-methyl 2-(6-((4′-((1-acetylpiperidin-4-yl)oxy)-2′,6′-dimethylbiphenyl-3-yl)methoxy)-2,3-dihydrobenzofuran-3-yl)acetate), [OH-].[Li+] (lithium hydroxide). The solvent is mixture, O1CCCC1 (tetrahydrofuran), CO (methanol). Conditions: time 2 hour. The product is C(C)(=O)N1CCC(CC1)OC1=CC(=C(C(=C1)C)C1=CC(=CC=C1)COC1=CC2=C([C@@H](CO2)CC(=O)O)C=C1)C ((S)-2-(6-((4′-((1-acetylpiperidin-4-yl)oxy)-2′,6′-dimethylbiphenyl-3-yl)methoxy)-2,3-dihydrobenzofuran-3-yl)acetic acid). Yield: 75.5%. As a reaction SMILES: [C:1]([N:4]1[CH2:9][CH2:8][CH:7]([O:10][C:11]2[CH:16]=[C:15]([CH3:17])[C:14]([C:18]3[CH:23]=[CH:22][CH:21]=[C:20]([CH2:24][O:25][C:26]4[CH:39]=[CH:38][C:29]5[C@H:30]([CH2:33][C:34]([O:36]C)=[O:35])[CH2:31][O:32][C:28]=5[CH:27]=4)[CH:19]=3)=[C:13]([CH3:40])[CH:12]=2)[CH2:6][CH2:5]1)(=[O:3])[CH3:2].[OH-].[Li+]>O1CCCC1.CO>[C:1]([N:4]1[CH2:5][CH2:6][CH:7]([O:10][C:11]2[CH:16]=[C:15]([CH3:17])[C:14]([C:18]3[CH:23]=[CH:22][CH:21]=[C:20]([CH2:24][O:25][C:26]4[CH:39]=[CH:38][C:29]5[C@H:30]([CH2:33][C:34]([OH:36])=[O:35])[CH2:31][O:32][C:28]=5[CH:27]=4)[CH:19]=3)=[C:13]([CH3:40])[CH:12]=2)[CH2:8][CH2:9]1)(=[O:3])[CH3:2] |f:1.2|. Reported procedure: (S)-Methyl 2-(6-((4′-((1-acetylpiperidin-4-yl)oxy)-2′,6′-dimethylbiphenyl-3-yl)methoxy)-2,3-dihydrobenzofuran-3-yl)acetate 6a (10 mg, 0.02 mmol) was dissolved in 2 mL of a mixture of the solvents tetrahydrofuran and methanol (V/V=1:1), followed by addition of 1M aqueous lithium hydroxide solution (0.2 mL, 0.20 mmol). The reaction solution was stirred for 2 hours. The resulting solution was concentrated under reduced pressure, 1M hydrochloric acid was added dropwise to adjust the pH to 5, and ext...